describe an organic reaction: reactants, conditions, products, and yield From a dataset of the Open Reaction Database (ORD), a public repository of structured organic reaction records. The reactants are Cl (hydrochloric acid), NC1=C(C(=O)C2=CC=CC=C2)C=CC(=C1)CCCCCCCCCC (2-Amino-4-decylbenzophenone), O.NN (hydrazine monohydrate), phthaloylalanyl chloride. The solvent is CO (methanol), O1CCCC1 (tetrahydrofuran), C(Cl)(Cl)Cl (chloroform). Yields the product C(CCCCCCCCC)C1=CC2=C(C(=NC(C(N2)=O)C)C2=CC=CC=C2)C=C1 (8-decyl-1,3-dihydro-3-methyl-5-phenyl-2H-1,4-benzodiazepin-2-one). The yield is 132.9%. RXN SMILES: [NH2:1][C:2]1[CH:15]=[C:14]([CH2:16][CH2:17][CH2:18][CH2:19][CH2:20][CH2:21][CH2:22][CH2:23][CH2:24][CH3:25])[CH:13]=[CH:12][C:3]=1[C:4]([C:6]1[CH:11]=[CH:10][CH:9]=[CH:8][CH:7]=1)=O.[OH2:26].NN.Cl>C(Cl)(Cl)Cl.CO.O1CCCC1>[CH2:16]([C:14]1[CH:13]=[CH:12][C:3]2[C:4]([C:6]3[CH:11]=[CH:10][CH:9]=[CH:8][CH:7]=3)=[N:1][CH:2]([CH3:15])[C:3](=[O:26])[NH:1][C:2]=2[CH:15]=1)[CH2:17][CH2:18][CH2:19][CH2:20][CH2:21][CH2:22][CH2:23][CH2:24][CH3:25] |f:1.2|. Procedure: 2-Amino-4-decylbenzophenone (4.16 g) was dissolved in chloroform (40 ml) and phthaloylalanyl chloride (3.22 g) was added thereto with stirring at room temperature. The mixture was stirred for 0.5 hour. The reaction mixture was washed with 5% aqueous sodium hydrogencarbonate and water and dried over anhydrous magnesium sulfate. After filtration, the filtrate was concentrated under reduced pressure. The concentrate was purified by silica gel column chromatography and the oily substance obtained wa... The reactants are CC(C)(C)OC(=O)NCC1CCC(CC1)C(=O)O (BOC-tranexamic acid), [OH-].[Na+] (NaOH), [H-].[Na+] (NaH), CI (CH3I). Solvent: CC(=O)N(C)C (DMA), C1CCOC1 (THF). Reaction conditions: time 1 hour. Product: C(C)(C)(C)OC(=O)N(C)C[C@@H]1CC[C@H](CC1)C(=O)O (trans-4-[(tert-butoxycarbonyl-methyl-amino)-methyl]-cyclohexane-carboxylic acid). The yield is 91.1%. As a reaction SMILES: [CH3:1][C:2]([O:5][C:6]([NH:8][CH2:9][CH:10]1[CH2:15][CH2:14][CH:13]([C:16]([OH:18])=[O:17])[CH2:12][CH2:11]1)=[O:7])([CH3:4])[CH3:3].[H-].[Na+].[CH3:21]I.[OH-].[Na+]>CC(N(C)C)=O.C1COCC1>[C:2]([O:5][C:6]([N:8]([CH2:9][C@H:10]1[CH2:11][CH2:12][C@H:13]([C:16]([OH:18])=[O:17])[CH2:14][CH2:15]1)[CH3:21])=[O:7])([CH3:1])([CH3:3])[CH3:4] |f:1.2,4.5|. Reported procedure: A solution of 20 g (77.7 mmol) of BOC-tranexamic acid in 162 mL of DMA and 320 mL of THF was cooled to 0° C. and treated with 7.46 g (170.99 mmol, 2.2 eq) of NaH (55% in oil) over 30 min. The mixture was warmed to RT, cooled to 0° C. again and treated with 77.42 mL (1243 mmol, 16 eq) of CH3I and warmed to RT overnight. 230 mL (2487.1 mmol, 32 eq) of aqueous 32% NaOH were added at 0° C., the solution was stirred for 1 h at RT and partitioned between Et2O (×3)/H2O. The organic phase was evaporated... The reactants are COC(=O)Cc1cc(C)cn1C, CN=C(Cl)c1ccc(OC)cc1, CCO, [O-][Cl+3]([O-])([O-])O, O=S(=O)(O)Cl. The product is CN=C(c1ccc(OC)cc1)c1c(C)cc(CC(=O)OC)n1C, [O-][Cl+3]([O-])([O-])O. Reaction SMILES: [CH3:18][n:19]1[c:20]([CH2:25][C:26](=[O:27])[O:28][CH3:29])[cH:21][c:22]([CH3:24])[cH:23]1.[CH3:1][N:2]=[C:3]([c:4]1[cH:5][cH:6][c:7]([O:10][CH3:11])[cH:8][cH:9]1)[Cl:12].[CH3:35][CH2:36][OH:37].[Cl+3:30]([O-:31])([O-:32])([O-:33])[OH:34].[Cl:13][S:14]([OH:15])(=[O:16])=[O:17]>>[CH3:1][N:2]=[C:3]([c:4]1[cH:5][cH:6][c:7]([O:10][CH3:11])[cH:8][cH:9]1)[c:23]1[n:19]([CH3:18])[c:20]([CH2:25][C:26](=[O:27])[O:28][CH3:29])[cH:21][c:22]1[CH3:24].[Cl+3:30]([O-:31])([O-:32])([O-:33])[OH:34]. Starting materials: NC1=NC2=CC=C(C=C2C(=C1)C1=CC=CC=C1)Cl (2-amino-6-chloro-4-phenylquinoline), C(C)(=O)OC(C)=O (acetic anhydride). Conditions: temperature 70 celsius, time 1 hour. The product is C(C)(=O)NC1=NC2=CC=C(C=C2C(=C1)C1=CC=CC=C1)Cl (2-Acetylamino-6-chloro-4-phenylquinoline). Reaction SMILES: [NH2:1][C:2]1[CH:11]=[C:10]([C:12]2[CH:17]=[CH:16][CH:15]=[CH:14][CH:13]=2)[C:9]2[C:4](=[CH:5][CH:6]=[C:7]([Cl:18])[CH:8]=2)[N:3]=1.[C:19](OC(=O)C)(=[O:21])[CH3:20]>>[C:19]([NH:1][C:2]1[CH:11]=[C:10]([C:12]2[CH:17]=[CH:16][CH:15]=[CH:14][CH:13]=2)[C:9]2[C:4](=[CH:5][CH:6]=[C:7]([Cl:18])[CH:8]=2)[N:3]=1)(=[O:21])[CH3:20]. Procedure: A mixture of 0.1 g of 2-amino-6-chloro-4-phenylquinoline and 8 ml of acetic anhydride was stirred at 70° C. for 1 hour, the solvent was removed by distillation, the solid residue was stirred with water, and the crystalline substance was filtered off. The reactants are 5, OC1CCN(CC1)C=1C(=C(C=O)C=CC1)[N+](=O)[O-] ((4-hydroxypiperidino)-2-nitrobenzaldehyde), [Na+].C(CC(=O)[O-])(=O)OCC (ethyl malonate sodium salt), S(O)(O)(=O)=O (sulfuric acid), N1CCCCC1 (piperidine). The solvent is N1=CC=CC=C1 (pyridine). The product is OC1CCN(CC1)C=1C=CC(=C(C=CC(=O)OCC)C1)[N+](=O)[O-] (ethyl 5-(4-hydroxypiperidino)-2-nitrocinnamate). Reaction SMILES: OC1CCN([C:8]2[C:9]([N+:16]([O-:18])=[O:17])=[C:10]([CH:13]=[CH:14][CH:15]=2)C=O)CC1.[Na+].[C:20]([O:26][CH2:27][CH3:28])(=[O:25])[CH2:21][C:22]([O-])=O.S(=O)(=O)(O)[OH:30].[NH:34]1[CH2:39][CH2:38][CH2:37][CH2:36][CH2:35]1>N1C=CC=CC=1>[OH:30][CH:37]1[CH2:38][CH2:39][N:34]([C:14]2[CH:15]=[CH:8][C:9]([N+:16]([O-:18])=[O:17])=[C:10]([CH:13]=2)[CH:22]=[CH:21][C:20]([O:26][CH2:27][CH3:28])=[O:25])[CH2:35][CH2:36]1 |f:1.2|. Procedure: To a solution of 10.1 g of 5 (4-hydroxypiperidino)-2-nitrobenzaldehyde and 34.4 g of ethyl malonate sodium salt in 120 ml of pyridine were added 9.9 g of concentrated sulfuric acid and 850 mg of piperidine. After refluxing for 1 hr, the reaction mixture was concentrated under a reduced pressure. Dilute hydrochloric acid was added to the residue and it was extracted with chloroform. The extract was washed with water, dried, and evaporated under a reduced pressure. The residue was purified by a si... Starting materials: SCCC(=O)O (3-mercaptopropionic acid), [Na] (Sodium), C(CCCCCCCCCCC)C1=C(C=CC=C1)C=CC(=O)OC(C)(C)C (t-Butyl 3-(2-dodecylphenyl)propenoate). The solvent is CO (methanol). Conditions: temperature 0 celsius, time 30 minute. Product: C(=O)(O)CCSC(CC(=O)OC(C)(C)C)C1=C(C=CC=C1)CCCCCCCCCCCC (t-Butyl 3-(2-carboxyethylthio)-3-(2-dodecylphenyl)propionate). RXN SMILES: [Na].[SH:2][CH2:3][CH2:4][C:5]([OH:7])=[O:6].[CH2:8]([C:20]1[CH:25]=[CH:24][CH:23]=[CH:22][C:21]=1[CH:26]=[CH:27][C:28]([O:30][C:31]([CH3:34])([CH3:33])[CH3:32])=[O:29])[CH2:9][CH2:10][CH2:11][CH2:12][CH2:13][CH2:14][CH2:15][CH2:16][CH2:17][CH2:18][CH3:19]>CO>[C:5]([CH2:4][CH2:3][S:2][CH:26]([C:21]1[CH:22]=[CH:23][CH:24]=[CH:25][C:20]=1[CH2:8][CH2:9][CH2:10][CH2:11][CH2:12][CH2:13][CH2:14][CH2:15][CH2:16][CH2:17][CH2:18][CH3:19])[CH2:27][C:28]([O:30][C:31]([CH3:34])([CH3:33])[CH3:32])=[O:29])([OH:7])=[O:6] |^1:0|. Procedure details: Sodium (155.5 mmoles) was added slowly to methanol (200 ml ) under an atmosphere of argon. The mixture was cooled to 0° C. in an ice bath and 3-mercaptopropionic acid (78 mmoles) was added dropwise. This mixture was stirred for 30 minutes and the compound of Example 9 (a) (7.8 mmoles) was added dropwise. The reaction mixture was stirred for 24 hours. The solvent was evaporated. The residue was taken up in ice water and acidifed with 10% phosphoric acid to a pH of 6.5. The product was extracted i... The reactants are CS(=O)(=O)OC1(CN(C1)C(C1=CC=CC=C1)C1=CC=CC=C1)C (1-benzhydryl-3-methylazetidin-3-yl methanesulfonate), C(C)(C)(C)N (tert-butyl amine), Cl (hydrochloric acid). Run in CCOCC (ether), C(C)(C)O (iso-propanol). Reaction conditions: temperature 80 celsius, time 10 minute. Product: Cl.C(C)(C)(C)NC1(CN(C1)C(C1=CC=CC=C1)C1=CC=CC=C1)C (N-tert-butyl-1-benzhydryl-3-methylazetidin-3-amine hydrochloride). Yield: 74.0%. RXN SMILES: CS(O[C:6]1([CH3:23])[CH2:9][N:8]([CH:10]([C:17]2[CH:22]=[CH:21][CH:20]=[CH:19][CH:18]=2)[C:11]2[CH:16]=[CH:15][CH:14]=[CH:13][CH:12]=2)[CH2:7]1)(=O)=O.[C:24]([NH2:28])([CH3:27])([CH3:26])[CH3:25].[ClH:29]>C(O)(C)C.CCOCC>[ClH:29].[C:24]([NH:28][C:6]1([CH3:23])[CH2:9][N:8]([CH:10]([C:17]2[CH:22]=[CH:21][CH:20]=[CH:19][CH:18]=2)[C:11]2[CH:16]=[CH:15][CH:14]=[CH:13][CH:12]=2)[CH2:7]1)([CH3:27])([CH3:26])[CH3:25] |f:5.6|. Reported procedure: To a solution of 1-benzhydryl-3-methylazetidin-3-yl methanesulfonate (2.00 g, 6.23 mmol) in iso-propanol (10 ml) was added tert-butyl amine (1.36 g, 18.63 mmol). The mixture was heated at 80° C. for 3 h. The reaction mixture was then allowed to cool to room temperature and concentrated. The residue was slurried with ethyl acetate and filtered, washing with further ethyl acetate and then concentrated to give a solid. The solid was slurried in ether and hydrochloric acid (20 ml, 2M in ether) was a...